This data is from the Open Reaction Database (ORD), a public repository of structured organic reaction records. The task is: describe an organic reaction: reactants, conditions, products, and yield The reactants are O=C([O-])O, CCOC(C)=O, O=c1occc2c([N+](=O)[O-])cccc12, [Na+], C1CCOC1, O, O, O, Cl[Sn]Cl. Product: Nc1cccc2c(=O)occc12. RXN SMILES: [C:20](=[O:21])([OH:22])[O-:23].[CH3:31][CH2:32][O:33][C:34](=[O:35])[CH3:36].[N+:6]([O-:7])(=[O:8])[c:9]1[c:10]2[cH:11][cH:12][o:13][c:14](=[O:19])[c:15]2[cH:16][cH:17][cH:18]1.[Na+:24].[O:26]1[CH2:27][CH2:28][CH2:29][CH2:30]1.[OH2:1].[OH2:25].[OH2:2].[Sn:3]([Cl:4])[Cl:5]>>[NH2:6][c:9]1[c:10]2[cH:11][cH:12][o:13][c:14](=[O:19])[c:15]2[cH:16][cH:17][cH:18]1.